Dataset: the Open Reaction Database (ORD), a public repository of structured organic reaction records. Task: describe an organic reaction: reactants, conditions, products, and yield Starting materials: S([O-])(O)=O.[Na+] (sodium bisulfite), starch, C(C)(C)(C)N1N=CC=C1 (1-(tert-butyl)pyrazole), ice, C(C)(C)(C)N1N=CC=C1 (1-(tert-butyl)pyrazole), C1CC(=O)N(C1=O)Br (NBS). Run in ClCCl (dichloromethane). Product: BrC=1C=NN(C1)C(C)(C)C (4-Bromo-1-(1,1-dimethylethyl)-1H-pyrazole). The yield is 93.4%. RXN SMILES: [C:1]([N:5]1[CH:9]=[CH:8][CH:7]=[N:6]1)([CH3:4])([CH3:3])[CH3:2].C1C(=O)N([Br:17])C(=O)C1.S(=O)(O)[O-].[Na+]>ClCCl>[Br:17][C:8]1[CH:7]=[N:6][N:5]([C:1]([CH3:4])([CH3:3])[CH3:2])[CH:9]=1 |f:2.3|. Reported procedure: To an ice cooled solution (0° C. to 10° C.) of 1-(tert-butyl)pyrazole (1.75 kg, 14.09 mol) in dichloromethane (12.9 kg) was added NBS (2.63 kg, 14.79 mol) portionwise. The solution was stirred at 0° C. until the content of 1-(tert-butyl)pyrazole<30% (GC), then warmed to RT and stirred until the sample taken shows <1.0% by GC. On receipt of a pass result, 10% sodium bisulfite aqueous was added to the reaction mixture until KI-starch did not turn to blue. The organic phase was then washed with 5% ... The reactants are ClC=1C=C(C=CC1)C(CN1C(C2=CC=CC=C2C1=O)=O)=O (2-(2-(3-chlorophenyl)-2-oxoethyl)isoindoline-1,3-dione), COC(N(C)C)OC (1,1-dimethoxy-N,N-dimethylmethanamine). Conditions: temperature 100 celsius. Yields the product ClC=1C=C(C=CC1)C(C(=CN(C)C)N1C(C2=CC=CC=C2C1=O)=O)=O (2-(3-(3-chlorophenyl)-1-(dimethylamino)-3-oxoprop-1-en-2-yl)isoindoline-1,3-dione). Isolated yield 79.9%. As a reaction SMILES: [Cl:1][C:2]1[CH:3]=[C:4]([C:8](=[O:21])[CH2:9][N:10]2[C:18](=[O:19])[C:17]3[C:12](=[CH:13][CH:14]=[CH:15][CH:16]=3)[C:11]2=[O:20])[CH:5]=[CH:6][CH:7]=1.CO[CH:24](OC)[N:25]([CH3:27])[CH3:26]>>[Cl:1][C:2]1[CH:3]=[C:4]([C:8](=[O:21])[C:9]([N:10]2[C:18](=[O:19])[C:17]3[C:12](=[CH:13][CH:14]=[CH:15][CH:16]=3)[C:11]2=[O:20])=[CH:24][N:25]([CH3:27])[CH3:26])[CH:5]=[CH:6][CH:7]=1. Procedure: A stirred mixture of 2-(2-(3-chlorophenyl)-2-oxoethyl)isoindoline-1,3-dione (782.2 mg, 2.610 mmol, 1 equiv) and 1,1-dimethoxy-N,N-dimethylmethanamine (1.5 mL, 11 mmol, 4.3 equiv) was heated at 100° C. for 18 hours. Excess 1,1-dimethoxy-N,N-dimethylmethanamine was removed by rotary evaporation. The crude product was purified by flash column chromatography on silica gel (50 to 100% ethyl acetate in heptane) to yield 740 mg (80%) of 2-(3-(3-chlorophenyl)-1-(dimethylamino)-3-oxoprop-1-en-2-yl)isoind... Starting materials: BrC=1C=C(C2=C(C=CO2)C1)C=O (5-bromo-benzofuran-7-carbaldehyde), C1(=CC=CC=C1)B(O)O (phenylboronic acid). Reagents/catalysts: C=1C=CC(=CC1)[P](C=2C=CC=CC2)(C=3C=CC=CC3)[Pd]([P](C=4C=CC=CC4)(C=5C=CC=CC5)C=6C=CC=CC6)([P](C=7C=CC=CC7)(C=8C=CC=CC8)C=9C=CC=CC9)[P](C=1C=CC=CC1)(C=1C=CC=CC1)C=1C=CC=CC1 (tetrakis(triphenylphosphine)palladium). Solvent: C(OC)COC (dimethoxyethane), C([O-])(O)=O.[Na+] (sodium bicarbonate). Yields the product C1(=CC=CC=C1)C=1C=C(C2=C(C=CO2)C1)C=O (5-Phenyl-benzofuran-7-carbaldehyde). Isolated yield 36.1%. RXN SMILES: Br[C:2]1[CH:3]=[C:4]([CH:11]=[O:12])[C:5]2[O:9][CH:8]=[CH:7][C:6]=2[CH:10]=1.[C:13]1(B(O)O)[CH:18]=[CH:17][CH:16]=[CH:15][CH:14]=1>C(COC)OC.C(=O)(O)[O-].[Na+].C1C=CC([P]([Pd]([P](C2C=CC=CC=2)(C2C=CC=CC=2)C2C=CC=CC=2)([P](C2C=CC=CC=2)(C2C=CC=CC=2)C2C=CC=CC=2)[P](C2C=CC=CC=2)(C2C=CC=CC=2)C2C=CC=CC=2)(C2C=CC=CC=2)C2C=CC=CC=2)=CC=1>[C:13]1([C:2]2[CH:3]=[C:4]([CH:11]=[O:12])[C:5]3[O:9][CH:8]=[CH:7][C:6]=3[CH:10]=2)[CH:18]=[CH:17][CH:16]=[CH:15][CH:14]=1 |f:3.4,^1:36,38,57,76|. Reported procedure: A mixture of 5-bromo-benzofuran-7-carbaldehyde (600 mg), phenylboronic acid (326 mg) and tetrakis(triphenylphosphine)palladium (O) (176 mg) in dimethoxyethane (20 ml) and 8% sodium bicarbonate (10 ml) was heated at reflux for 16 h. Solvent was removed in vacuo, the residue was partitioned between chloroform (40 ml) and water (40 ml). The organic phase was washed with brine (50 ml), dried, filtered and the filtrate evaporated in vacuo to give a yellow oil. Purification by FCC eluted with hexane:e... The reactants are CNCC#N, ClCCl, COc1ccc(C(=O)Cl)c(O)c1, Cc1cccc(C)n1. The product is COc1ccc(C(=O)N(C)CC#N)c(O)c1. As a reaction SMILES: [CH3:13][NH:14][CH2:15][C:16]#[N:17].[Cl:26][CH2:27][Cl:28].[OH:1][c:2]1[c:3]([C:4](=[O:5])[Cl:6])[cH:7][cH:8][c:9]([O:11][CH3:12])[cH:10]1.[n:18]1[c:19]([CH3:20])[cH:21][cH:22][cH:23][c:24]1[CH3:25]>>[OH:1][c:2]1[c:3]([C:4](=[O:5])[N:14]([CH3:13])[CH2:15][C:16]#[N:17])[cH:7][cH:8][c:9]([O:11][CH3:12])[cH:10]1.